From a dataset of the Open Reaction Database (ORD), a public repository of structured organic reaction records. describe an organic reaction: reactants, conditions, products, and yield The reactants are Cl.NCC(CCC(=O)O)=O (5-amino-levulinic acid hydrochloride), CO (methanol). Reagents/catalysts: Cl (HCl). Run at temperature 60 celsius, time 8 hour. Yields the product Cl.NCC(CCC(=O)OC)=O (methyl 5-aminolevulinate hydrochloride). As a reaction SMILES: [ClH:1].[NH2:2][CH2:3][C:4](=[O:10])[CH2:5][CH2:6][C:7]([OH:9])=[O:8].[CH3:11]O>Cl>[ClH:1].[NH2:2][CH2:3][C:4](=[O:10])[CH2:5][CH2:6][C:7]([O:9][CH3:11])=[O:8] |f:0.1,4.5|. Reported procedure: To a 500 ml glass reactor containing 200 ml methanol, was added 1 gram 5-amino-levulinic acid hydrochloride and 1 drop conc. HCl. The reaction mixture was then stirred overnight at 60° C. The progress of the esterification was followed by 1H-NMR. Excess methanol was removed by distillation, and the product further dried under vacuum at 30-40° C., giving methyl 5-aminolevulinate hydrochloride. The structure was confirmed by 1H-NMR in DMSO-d6. Starting materials: CCI, CN(C)C=O, CN1C(=O)c2cccnc2Nc2ncccc21, [H-], [H][H], [Na+], O. Yields the product CCN1c2ncccc2C(=O)N(C)c2cccnc21. As a reaction SMILES: [CH2:22]([CH3:23])[I:24].[CH3:25][N:26]([CH3:27])[CH:28]=[O:29].[CH3:3][N:4]1[c:5]2[c:6]([n:16][cH:17][cH:18][cH:19]2)[NH:7][c:8]2[c:9]([cH:12][cH:13][cH:14][n:15]2)[C:10]1=[O:11].[H-:1].[H:20][H:21].[Na+:2].[OH2:30]>>[CH3:3][N:4]1[c:5]2[c:6]([n:16][cH:17][cH:18][cH:19]2)[N:7]([CH2:22][CH3:23])[c:8]2[c:9]([cH:12][cH:13][cH:14][n:15]2)[C:10]1=[O:11]. Reactants: BrC1=C(C=CC=C1C)I (2-bromo-1-iodo-3-methylbenzene), CC1(OB(OC1(C)C)C1=CC(=CC=C1)C(F)(F)F)C (4,4,5,5-tetramethyl-2-(3-(trifluoromethyl)phenyl)-1,3,2-dioxaborolane), C([O-])([O-])=O.[Na+].[Na+] (sodium carbonate), CCO (EtOH). The reagents and catalysts are [Pd].C1(=CC=CC=C1)P(C1=CC=CC=C1)C1=CC=CC=C1.C1(=CC=CC=C1)P(C1=CC=CC=C1)C1=CC=CC=C1.C1(=CC=CC=C1)P(C1=CC=CC=C1)C1=CC=CC=C1.C1(=CC=CC=C1)P(C1=CC=CC=C1)C1=CC=CC=C1 (tetrakis(triphenylphosphine) palladium). Solvent: C1(=CC=CC=C1)C (toluene), O (Water). The product is BrC1=C(C=CC=C1C)C1=CC(=CC=C1)C(F)(F)F (2-bromo-3-methyl-3′-(trifluoromethyl)biphenyl). Reaction SMILES: [Br:1][C:2]1[C:7]([CH3:8])=[CH:6][CH:5]=[CH:4][C:3]=1I.CC1(C)C(C)(C)OB([C:18]2[CH:23]=[CH:22][CH:21]=[C:20]([C:24]([F:27])([F:26])[F:25])[CH:19]=2)O1.C(=O)([O-])[O-].[Na+].[Na+].CCO>C1(C)C=CC=CC=1.[Pd].C1(P(C2C=CC=CC=2)C2C=CC=CC=2)C=CC=CC=1.C1(P(C2C=CC=CC=2)C2C=CC=CC=2)C=CC=CC=1.C1(P(C2C=CC=CC=2)C2C=CC=CC=2)C=CC=CC=1.C1(P(C2C=CC=CC=2)C2C=CC=CC=2)C=CC=CC=1.O>[Br:1][C:2]1[C:7]([CH3:8])=[CH:6][CH:5]=[CH:4][C:3]=1[C:18]1[CH:23]=[CH:22][CH:21]=[C:20]([C:24]([F:27])([F:26])[F:25])[CH:19]=1 |f:2.3.4,7.8.9.10.11|. Reported procedure: A solution of 2-bromo-1-iodo-3-methylbenzene (200 mg, 0.67 mmol), 4,4,5,5-tetramethyl-2-(3-(trifluoromethyl)phenyl)-1,3,2-dioxaborolane (220 mg, 0.81 mmol), sodium carbonate (214 mg, 2.02 mmol) and tetrakis(triphenylphosphine) palladium (38.9 mg, 0.034 mmol) in toluene (2.0 mL)/EtOH (1.2 mL)/Water (0.2 mL) was heated in an oil bath at 80° C. overnight. The reaction was concentrated and the resultant residue purified by column chromatography (100% Hexanes) to yield 2-bromo-3-methyl-3′-(trifluorom... Reactants: NC1=C(C=CC=C1)NCC(C)(C)S (2-Amino-1-(2-mercapto-2-methylpropylamino)benzene), C1(CC1)CSC(C=O)(C)C (2-cyclopropylmethylthio-2-methylpropanal). The product is C1(CC1)CSC(CNC1=C(C=CC=C1)NCC(C)(C)S)(C)C (1-(2-cyclopropylmethylthio-2-methylpropylamino)-2-(2-mercapto-2-methylpropylamino)benzene). Isolated yield 85.0%. Reaction SMILES: [NH2:1][C:2]1[CH:7]=[CH:6][CH:5]=[CH:4][C:3]=1[NH:8][CH2:9][C:10]([SH:13])([CH3:12])[CH3:11].[CH:14]1([CH2:17][S:18][C:19]([CH3:23])([CH3:22])[CH:20]=O)[CH2:16][CH2:15]1>>[CH:14]1([CH2:17][S:18][C:19]([CH3:23])([CH3:22])[CH2:20][NH:1][C:2]2[CH:7]=[CH:6][CH:5]=[CH:4][C:3]=2[NH:8][CH2:9][C:10]([SH:13])([CH3:11])[CH3:12])[CH2:16][CH2:15]1. Procedure: 2-Amino-1-(2-mercapto-2-methylpropylamino)benzene (0.43 g, 2.19×10-3 mol) and 0.82 g (5.19×10-3 mol, 237 M%) 2-cyclopropylmethylthio-2-methylpropanal were reacted by the method of Example 2 to yield 0.63 g (85%) of 1-(2-cyclopropylmethylthio-2-methylpropylamino)-2-(2-mercapto-2-methylpropylamino)benzene as an oil product after purification by filtration through flash silica in a 350 ml sintered glass funnel, eluting with 200 ml portions of 2×100% hexane, 3×90% hexane/ether, 2×80% hexane/ether. Starting materials: solution, Cl (hydrogen chloride), OCCC(C1=C(C=CC=C1)OC)NC(OC(C)(C)C)=O (tert-Butyl [3-hydroxy-1-(2-methoxyphenyl)propyl]carbamate). The solvent is O1CCOCC1 (dioxane), ClCCl (dichloromethane). Run at time 1 hour. Yields the product Cl.NC(CCO)C1=C(C=CC=C1)OC (3-Amino-3-(2-methoxyphenyl)propan-1-ol hydrochloride). As a reaction SMILES: [OH:1][CH2:2][CH2:3][CH:4]([NH:13]C(=O)OC(C)(C)C)[C:5]1[CH:10]=[CH:9][CH:8]=[CH:7][C:6]=1[O:11][CH3:12].[ClH:21]>ClCCl.O1CCOCC1>[ClH:21].[NH2:13][CH:4]([C:5]1[CH:10]=[CH:9][CH:8]=[CH:7][C:6]=1[O:11][CH3:12])[CH2:3][CH2:2][OH:1] |f:4.5|. Reported procedure: Of the compound from Example 172A, 100 mg (0.36 mmol) were dissolved in 2 ml of dichloromethane, and 1.63 ml (6.52 mmol) of a 4M solution of hydrogen chloride in dioxane were added. The yellow solution was subsequently stirred at RT for 1 h. The reaction mixture was evaporated to dryness on a rotary evaporator and dried in an HV. This gave 88 mg (100% of theory) of the title compound. Starting materials: C(C(=O)Cl)(=O)Cl (oxalyl chloride), C1(=CC=CC=C1)C(ON=C(C(=O)[O-])C=1SC=CC1)(C1=CC=CC=C1)C1=CC=CC=C1.C(C)[NH+](CC)CC (triethylammonium 2-triphenylmethoxyimino-2-(thien-2-yl)-acetate), CN(C=O)C (N,N-Dimethylformamide). The solvent is C(Cl)Cl (methylene chloride). Run at time 2 hour. The product is C1(=CC=CC=C1)C(ON=C(C(=O)Cl)C=1SC=CC1)(C1=CC=CC=C1)C1=CC=CC=C1 (2-Triphenylmethoxyimino-2-(thien-2-yl) acetyl chloride). The yield is 103.0%. As a reaction SMILES: [C:1]1([C:7]([C:25]2[CH:30]=[CH:29][CH:28]=[CH:27][CH:26]=2)([C:19]2[CH:24]=[CH:23][CH:22]=[CH:21][CH:20]=2)[O:8][N:9]=[C:10]([C:14]2[S:15][CH:16]=[CH:17][CH:18]=2)[C:11]([O-])=[O:12])[CH:6]=[CH:5][CH:4]=[CH:3][CH:2]=1.C([NH+](CC)CC)C.C(Cl)(=O)C([Cl:41])=O.CN(C)C=O>C(Cl)Cl>[C:1]1([C:7]([C:25]2[CH:30]=[CH:29][CH:28]=[CH:27][CH:26]=2)([C:19]2[CH:24]=[CH:23][CH:22]=[CH:21][CH:20]=2)[O:8][N:9]=[C:10]([C:14]2[S:15][CH:16]=[CH:17][CH:18]=2)[C:11]([Cl:41])=[O:12])[CH:6]=[CH:5][CH:4]=[CH:3][CH:2]=1 |f:0.1|. Reported procedure: A solution of triethylammonium 2-triphenylmethoxyimino-2-(thien-2-yl)-acetate (syn isomer) (2.30 g, 4.46 mmole) in dry methylene chloride (50 ml) was cooled to 0° to +5° and stirred whilst oxalyl chloride (0.38 ml, 4.46 mmole) was added. N,N-Dimethylformamide (ca 0.1 ml) was added and the mixture was stirred at 0° to +5° for 21/2 hours. The solvent was evaporated and the residue was stirred with ether (100 ml) for 1 hour, and the suspension then filtered. The filtrate and ether washings (100 ml)... Reactants: ClC(Cl)Cl, O, BrP(Br)Br, CC(CO)N1CCN(c2ccccn2)CC1. Yields the product CC(CBr)N1CCN(c2ccccn2)CC1. As a reaction SMILES: [CH:22]([Cl:23])([Cl:24])[Cl:25].[OH2:21].[P:17]([Br:18])([Br:19])[Br:20].[n:1]1[c:2]([N:7]2[CH2:8][CH2:9][N:10]([CH:13]([CH2:14][OH:15])[CH3:16])[CH2:11][CH2:12]2)[cH:3][cH:4][cH:5][cH:6]1>>[n:1]1[c:2]([N:7]2[CH2:8][CH2:9][N:10]([CH:13]([CH2:14][Br:18])[CH3:16])[CH2:11][CH2:12]2)[cH:3][cH:4][cH:5][cH:6]1. Starting materials: C1(=CC=CC=C1)O (phenol), C1[C@H](O1)COS(=O)(=O)C2=CC=CC(=C2)[N+](=O)[O-] ((2S)-(+)-glycidyl 3-nitrobenzenesulfonate), C([O-])([O-])=O.[K+].[K+] (potassium carbonate). The solvent is CC(=O)C (acetone). The product is O(C1=CC=CC=C1)C[C@H]1OC1 ((2S)-2-Phenoxymethyl-oxirane). The yield is 99.9%. As a reaction SMILES: [C:1]1([OH:7])[CH:6]=[CH:5][CH:4]=[CH:3][CH:2]=1.[CH2:8]1[O:10][C@@H:9]1[CH2:11]OS(C1C=C([N+]([O-])=O)C=CC=1)(=O)=O.C(=O)([O-])[O-].[K+].[K+]>CC(C)=O>[O:7]([CH2:11][C@@H:9]1[CH2:8][O:10]1)[C:1]1[CH:6]=[CH:5][CH:4]=[CH:3][CH:2]=1 |f:2.3.4|. Procedure: A solution of phenol (9.4 g, 100 mmol) and (2S)-(+)-glycidyl 3-nitrobenzenesulfonate (25.9 g, 100 mmol) in 500 mL of acetone was treated with 3 equivalents of potassium carbonate (41.5 g, 300 mmol) and stirred at reflux for 1 day. The suspension was cooled to ambient temperature; the solid was filtered; and the filtrate was concentrated to dryness. The residue was partitioned between methylene chloride and water. The aqueous layer was extracted with CH2Cl2. The organic layers were combined and d...